Dataset: the Open Reaction Database (ORD), a public repository of structured organic reaction records. Task: describe an organic reaction: reactants, conditions, products, and yield Starting materials: Cc1[nH]c(C(=O)NC2CCN(c3cc(C(=O)O)[nH]c(=O)n3)CC2)c(Cl)c1Cl, Cl, CON. Yields the product CONC(=O)c1cc(N2CCC(NC(=O)c3[nH]c(C)c(Cl)c3Cl)CC2)nc(=O)[nH]1. As a reaction SMILES: [Cl:1][c:2]1[c:3]([C:9](=[O:10])[NH:11][CH:12]2[CH2:13][CH2:14][N:15]([c:18]3[cH:19][c:20]([C:25](=[O:26])[OH:27])[nH:21][c:22](=[O:24])[n:23]3)[CH2:16][CH2:17]2)[nH:4][c:5]([CH3:8])[c:6]1[Cl:7].[ClH:28].[O:29]([CH3:30])[NH2:31]>>[Cl:1][c:2]1[c:3]([C:9](=[O:10])[NH:11][CH:12]2[CH2:13][CH2:14][N:15]([c:18]3[cH:19][c:20]([C:25](=[O:26])[NH:31][O:29][CH3:30])[nH:21][c:22](=[O:24])[n:23]3)[CH2:16][CH2:17]2)[nH:4][c:5]([CH3:8])[c:6]1[Cl:7]. The reactants are O=C=O, O=C(O)C(Cl)(Cl)C12CC3CC(CC(O)(C3)C1)C2, Cl, [Na+], [Na+], [Na], O=C([O-])O, [OH-], O. Yields the product O=C(O)C(=O)C12CC3CC(CC(O)(C3)C1)C2. As a reaction SMILES: [C:26](=[O:27])=[O:28].[Cl:1][C:2]([C:3](=[O:4])[OH:5])([C:6]12[CH2:7][C:8]3([OH:16])[CH2:9][CH:10]([CH2:11][CH:12]([CH2:13]1)[CH2:14]3)[CH2:15]2)[Cl:17].[ClH:29].[Na+:19].[Na+:25].[Na:20].[O-:21][C:22]([OH:23])=[O:24].[OH-:18].[OH2:30]>>[C:2]([C:3](=[O:4])[OH:5])([C:6]12[CH2:7][C:8]3([OH:16])[CH2:9][CH:10]([CH2:11][CH:12]([CH2:13]1)[CH2:14]3)[CH2:15]2)=[O:21]. The reactants are C(C)(C)(C)OC(=O)N[C@@H]1C(N(C2=C(C(C1)=O)C=CC=C2)CC(=O)OCC)=O (3-(S)-t-butyloxycarbonylamino-1-ethoxycarbonylmethyl-2,3,4,5-tetrahydro-1H-[1]benzazepin-2,5-dione), [BH4-].[Na+] (sodium borohydride). Solvent: C(C)O (ethanol). Yields the product C(C)(C)(C)OC(=O)N[C@@H]1C(N(C2=C(C(C1)O)C=CC=C2)CC(=O)OCC)=O (3-(S)-t-butyloxycarbonylamino-1-ethoxycarbonylmethyl-5-hydroxy-2,3,4,5-tetrahydro-1H-[1]benzazepin-2-one). As a reaction SMILES: [C:1]([O:5][C:6]([NH:8][C@H:9]1[CH2:15][C:14](=[O:16])[C:13]2[CH:17]=[CH:18][CH:19]=[CH:20][C:12]=2[N:11]([CH2:21][C:22]([O:24][CH2:25][CH3:26])=[O:23])[C:10]1=[O:27])=[O:7])([CH3:4])([CH3:3])[CH3:2].[BH4-].[Na+]>C(O)C>[C:1]([O:5][C:6]([NH:8][C@H:9]1[CH2:15][CH:14]([OH:16])[C:13]2[CH:17]=[CH:18][CH:19]=[CH:20][C:12]=2[N:11]([CH2:21][C:22]([O:24][CH2:25][CH3:26])=[O:23])[C:10]1=[O:27])=[O:7])([CH3:4])([CH3:3])[CH3:2] |f:1.2|. Reported procedure: A solution of 3-(S)-t-butyloxycarbonylamino-1-ethoxycarbonylmethyl-2,3,4,5-tetrahydro-1H-[1]benzazepin-2,5-dione (0.14 g) and sodium borohydride (7 mg) in ethanol (10 ml) was stirred at room temperature for 18 hours. The ethanol was removed under reduced pressure, and the residue dissolved in dichloromethane (25 ml). The solution was extracted with 2N HCl (2×20 ml) and saturated brine (20 ml), and dried over sodium sulfate. The solvent was removed under reduced pressure, and the residue triturat... Reactants: ligand, ClC1=NN2C(C(=N1)N(CC1=CC=C(C=C1)OC)C1CC1)=NC=C2C#N (2-chloro-4-(cyclopropyl(4-methoxybenzyl)amino)imidazo[2,1-f][1,2,4]triazine-7-carbonitrile), NC=1C(=C(C=C(C1)C#N)N1CC(N(CC1)C(=O)OC(C)(C)C)C(N(C)C)=O)Cl (tert-butyl 4-(3-amino-2-chloro-5-cyanophenyl)-2-(dimethylcarbamoyl)piperazine-1-carboxylate), CC1(C2=C(C(=CC=C2)P(C3=CC=CC=C3)C4=CC=CC=C4)OC5=C(C=CC=C51)P(C6=CC=CC=C6)C7=CC=CC=C7)C (Xantphos), C([O-])([O-])=O.[Cs+].[Cs+] (cesium carbonate). Reagents/catalysts: catalyst, C(C)(=O)[O-].[Pd+2].C(C)(=O)[O-] (palladium (II) acetate), C1=CC=C(C=C1)P([C-]2C=CC=C2)C3=CC=CC=C3.C1=CC=C(C=C1)P([C-]2C=CC=C2)C3=CC=CC=C3.[Fe+2] (DPPF). The solvent is O1CCOCC1 (dioxane). Reaction conditions: temperature 100 celsius. Product: ClC1=C(C=C(C=C1NC1=NN2C(C(=N1)N(CC1=CC=C(C=C1)OC)C1CC1)=NC=C2C#N)C#N)N2CC(N(CC2)C(=O)OC(C)(C)C)C(N(C)C)=O (Tert-butyl 4-(2-chloro-5-cyano-3-((7-cyano-4-(cyclopropyl(4-methoxybenzyl)amino)imidazo[2,1-f][1,2,4]triazin-2-yl)amino)phenyl)-2-(dimethylcarbamoyl)piperazine-1-carboxylate). Isolated yield 79.6%. As a reaction SMILES: Cl[C:2]1[N:7]=[C:6]([N:8]([CH:18]2[CH2:20][CH2:19]2)[CH2:9][C:10]2[CH:15]=[CH:14][C:13]([O:16][CH3:17])=[CH:12][CH:11]=2)[C:5]2=[N:21][CH:22]=[C:23]([C:24]#[N:25])[N:4]2[N:3]=1.[NH2:26][C:27]1[C:28]([Cl:53])=[C:29]([N:35]2[CH2:40][CH2:39][N:38]([C:41]([O:43][C:44]([CH3:47])([CH3:46])[CH3:45])=[O:42])[CH:37]([C:48](=[O:52])[N:49]([CH3:51])[CH3:50])[CH2:36]2)[CH:30]=[C:31]([C:33]#[N:34])[CH:32]=1.CC1(C)C2C(=C(P(C3C=CC=CC=3)C3C=CC=CC=3)C=CC=2)OC2C(P(C3C=CC=CC=3)C3C=CC=CC=3)=CC=CC1=2.C(=O)([O-])[O-].[Cs+].[Cs+]>C([O-])(=O)C.[Pd+2].C([O-])(=O)C.C1C=CC(P(C2C=CC=CC=2)[C-]2C=CC=C2)=CC=1.C1C=CC(P(C2C=CC=CC=2)[C-]2C=CC=C2)=CC=1.[Fe+2].O1CCOCC1>[Cl:53][C:28]1[C:27]([NH:26][C:2]2[N:7]=[C:6]([N:8]([CH:18]3[CH2:20][CH2:19]3)[CH2:9][C:10]3[CH:15]=[CH:14][C:13]([O:16][CH3:17])=[CH:12][CH:11]=3)[C:5]3=[N:21][CH:22]=[C:23]([C:24]#[N:25])[N:4]3[N:3]=2)=[CH:32][C:31]([C:33]#[N:34])=[CH:30][C:29]=1[N:35]1[CH2:40][CH2:39][N:38]([C:41]([O:43][C:44]([CH3:45])([CH3:46])[CH3:47])=[O:42])[CH:37]([C:48](=[O:52])[N:49]([CH3:50])[CH3:51])[CH2:36]1 |f:3.4.5,6.7.8,9.10.11|. Procedure details: 2-chloro-4-(cyclopropyl(4-methoxybenzyl)amino)imidazo[2,1-f][1,2,4]triazine-7-carbonitrile (197 mg, 0.555 mmol), tert-butyl 4-(3-amino-2-chloro-5-cyanophenyl)-2-(dimethylcarbamoyl)piperazine-1-carboxylate (227 mg, 0.557 mmol), palladium (II) acetate (37.4 mg, 0.167 mmol), DPPF (30.8 mg, 0.056 mmol), Xantphos (32.1 mg, 0.056 mmol), and cesium carbonate (271 mg, 0.833 mmol) were combined in a 100 ml round bottom flask and dioxane (5 mL) was added. The flask was evacuated and backfilled with N2 3×,... Starting materials: C(CO)(=O)[O-] (glycolate), C(CO)(=O)O (glycolic acid), NCP(O)(O)=O (aminomethylphosphonic acid), C(C(C)C)(=O)O (isobutyric acid), flavin mononucleotide, [OH-].[Na+] (NaOH), CCC(CC)COC(C1=CC=CC=C1)(C2=CC=CC=C2)C(=O)N(C)CC[NH+](C)C.[Cl-] (X-100). Solvent: aqueous solution. Run at temperature 5 celsius, time 16 hour. Product: C(C=O)(=O)[O-] (glyoxylate), C(=O)[O-] (formate), C(C(=O)[O-])(=O)[O-] (oxalate). Reaction SMILES: [C:1]([OH:5])(=[O:4])[CH2:2][OH:3].NCP(=O)(O)O.[C:12]([OH:17])(=[O:16])C(C)C.[OH-].[Na+].[C:20]([O-:24])(=[O:23])[CH2:21][OH:22].CCC(C[O:31]C(C(N(CC[NH+](C)C)C)=O)(C1C=CC=CC=1)C1C=CC=CC=1)CC.[Cl-]>>[C:1]([O-:5])(=[O:4])[CH:2]=[O:3].[CH:12]([O-:17])=[O:16].[C:21]([O-:31])(=[O:22])[C:20]([O-:24])=[O:23] |f:3.4,6.7|. Procedure: Into a 3 oz. Fischer-Porter glass aerosol reaction vessel was placed a magnetic stirring bar and 10 mL of an aqueous solution containing glycolic acid (0.500M), aminomethylphosphonic acid (0.375M), isobutyric acid (0.100M, HPLC internal standard), and flavin mononucleotide (0.01 mM) at pH 8.3 (adjusted with 50% NaOH), and the solution cooled to 5° C. To the vessel was then added 0.47 g of Hansenula polymorpha transformant G01(10 IU glycolate oxidase and 22,100 IU catalase) which had been permeab... Starting materials: NC=1C=NC2=CC=CC=C2C1S (3-aminoquinoline-4-thiol), C(C)(=O)OC(C)=O (acetic anhydride). Solvent: C(C)(=O)O (acetic acid). The product is CC=1SC2=C(C=NC=3C=CC=CC23)N1 (2-methylthiazolo[4,5-c]quinoline). As a reaction SMILES: [NH2:1][C:2]1[CH:3]=[N:4][C:5]2[C:10]([C:11]=1[SH:12])=[CH:9][CH:8]=[CH:7][CH:6]=2.[C:13](OC(=O)C)(=O)[CH3:14]>C(O)(=O)C>[CH3:13][C:14]1[S:12][C:11]2[C:10]3[CH:9]=[CH:8][CH:7]=[CH:6][C:5]=3[N:4]=[CH:3][C:2]=2[N:1]=1. Procedure: A suspension of 3-aminoquinoline-4-thiol (about 12 g) in a mixture of acetic anhydride (150 mL) and acetic acid (300 mL) was heated at reflux overnight. The reaction mixture was filtered to remove a fine solid. The filtrate was evaporated under vacuum. The residue was diluted with ethanol then refluxed for 30 minutes. The solution was concentrated under vacuum and the residue diluted with water. The aqueous residue was made basic with sodium hydroxide and then extracted with diethyl ether. The e... Starting materials: C(C)(C)[N-]C(C)C.[Li+] (lithium diisopropylamide), O=C1C(C2CCOC(N12)(C)C)C (8-oxo-2,2,7-trimethyl-3-oxa-1-azabicyclo-[4.2.0]octane), [Cl-].[Na+] (sodium chloride), lithium enolate, C=O (formaldehyde). Solvent: O (water), O1CCCC1 (tetrahydrofuran), O1CCCC1 (tetrahydrofuran). Reaction conditions: temperature -78 celsius, time 2 minute. Yields the product O=C1C(C2CCOC(N12)(C)C)(CO)C (8-oxo-2,2,7-trimethyl-7(hydroxymethyl)-3-oxa-1-azabicyclo[4.2.0]octane). As a reaction SMILES: C([N-]C(C)C)(C)C.[Li+].[O:9]=[C:10]1[N:17]2[CH:12]([CH2:13][CH2:14][O:15][C:16]2([CH3:19])[CH3:18])[CH:11]1[CH3:20].[CH2:21]=[O:22].[Cl-].[Na+]>O1CCCC1.O>[O:22]=[C:21]1[N:17]2[CH:12]([CH2:13][CH2:14][O:15][C:16]2([CH3:19])[CH3:18])[C:11]1([CH3:20])[CH2:10][OH:9] |f:0.1,4.5|. Procedure: To a solution of 1.1 equivalents of freshly prepared lithium diisopropylamide in anhydrous tetrahydrofuran under a nitrogen atmosphere at -78° is added a solution of 8-oxo-2,2,7-trimethyl-3-oxa-1-azabicyclo-[4.2.0]octane in anhydrous tetrahydrofuran which has been cooled to -78° C. After two minutes, the resulting lithium enolate is treated with excess formaldehyde, introduced as a gas just above the surface of the stirred solution. The solution is stirred for 30 minutes at -78° and then poured ... Starting materials: OC1=CC(SC1(CCCCCCCC)C)=O ((±)-4-Hydroxy-5-methyl-5-octyl-5-H-thiophen-2-one), EtOAc Hexanes, C(CC)(=O)Cl (propionyl chloride). Product: C(CC)(=O)C1=CC(SC1(CCCCCCCC)C)=O ((±)-4-Propionyl-5-methyl-5-octyl-5H-thiophen-2-one). The yield is 48.1%. RXN SMILES: O[C:2]1[C:6]([CH3:15])([CH2:7][CH2:8][CH2:9][CH2:10][CH2:11][CH2:12][CH2:13][CH3:14])[S:5][C:4](=[O:16])[CH:3]=1.[C:17](Cl)(=[O:20])[CH2:18][CH3:19]>>[C:17]([C:2]1[C:6]([CH3:15])([CH2:7][CH2:8][CH2:9][CH2:10][CH2:11][CH2:12][CH2:13][CH3:14])[S:5][C:4](=[O:16])[CH:3]=1)(=[O:20])[CH2:18][CH3:19]. Procedure details: From 32 (40 mg, 0.17 mmol) and propionyl chloride (20 μL, 0.22 mmol) following general procedure K was obtained 64 (23.1 mg, 47%) after flash chromatography (15% EtOAc/Hexanes). 1H NMR (300 MHz, CDCl3) δ 0.85 (t, J=7 Hz, 3H), 1.12-1.25 (m, 13H), 1.42-1.49 (m, 2H), 1.64 (s, 3H), 1.78-1.84 (m, 2H), 2.57 (q, J=7.5 Hz, 2H), 6.39 (s, 1H); 13C NMR (75 MHz, CDCl3) δ 8.71, 14.0, 22.6, 25.1, 25.9, 27.9, 29.1, 29.3, 29.5, 31.8, 38.6, 60.4, 113.8, 169.1, 177.0, 179.9. IR (NaCl) 2928, 1787, 1688 cm−1; Analy... Starting materials: Cc1cc(Br)cc2nc(-c3ccc(N)cc3)oc12, CCOC(C)=O, CN1CCCC1=O, N#C[Cu], O. Yields the product Cc1cc(C#N)cc2nc(-c3ccc(N)cc3)oc12. Reaction SMILES: [Br:1][c:2]1[cH:3][c:4]([CH3:18])[c:5]2[c:6]([n:7][c:8](-[c:10]3[cH:11][cH:12][c:13]([NH2:14])[cH:15][cH:16]3)[o:9]2)[cH:17]1.[CH3:22][CH2:23][O:24][C:25]([CH3:26])=[O:27].[CH3:29][N:30]1[CH2:31][CH2:32][CH2:33][C:34]1=[O:35].[Cu:19][C:20]#[N:21].[OH2:28]>>[c:2]1([C:20]#[N:21])[cH:3][c:4]([CH3:18])[c:5]2[c:6]([n:7][c:8](-[c:10]3[cH:11][cH:12][c:13]([NH2:14])[cH:15][cH:16]3)[o:9]2)[cH:17]1. The reactants are BrCC1CC=2C(=C3C=CC(NC3=C(C2)C)=O)O1 (2-bromomethyl-5-methyl-2,3,6,7-tetrahydrofuro-[2,3-f]quinoline-7-one), C[S-].[Na+] (sodium thiomethoxide). Run in CN(C=O)C (dimethylformamide). Reaction conditions: time 1 hour. Yields the product CC=1C=C2C(=C3C=CC(NC13)=O)OC(C2)CSC (5-Methyl-2-methylthiomethyl-2,3,6,7-tetrahydrofuro-[2,3-f]quinoline-7-one). Yield: 90.1%. Reaction SMILES: Br[CH2:2][CH:3]1[O:17][C:6]2=[C:7]3[C:12](=[C:13]([CH3:15])[CH:14]=[C:5]2[CH2:4]1)[NH:11][C:10](=[O:16])[CH:9]=[CH:8]3.[CH3:18][S-:19].[Na+]>CN(C)C=O>[CH3:15][C:13]1[CH:14]=[C:5]2[CH2:4][CH:3]([CH2:2][S:19][CH3:18])[O:17][C:6]2=[C:7]2[C:12]=1[NH:11][C:10](=[O:16])[CH:9]=[CH:8]2 |f:1.2|. Reported procedure: A solution of 2-bromomethyl-5-methyl-2,3,6,7-tetrahydrofuro-[2,3-f]quinoline-7-one (2.942 g) in dimethylformamide (120 ml) was combined with aqueous 15% sodium thiomethoxide (9.4 ml), and stirred at room temperature for 1 hour. The solvent was distilled off under reduced pressure. Water was added to the residue, and extracted with chloroform. The chloroform extract was washed with diluted hydrochloric acid, diluted caustic soda and water in this order, and dried. The resultant material was cryst...